The task is: describe an organic reaction: reactants, conditions, products, and yield. This data is from the Open Reaction Database (ORD), a public repository of structured organic reaction records. Starting materials: resin, FC(C(=O)O)(F)F (trifluoroacetic acid), C(=O)(O)CC=1N=C(SC1)SC(C(=O)O)(C)C (2-{[4-(carboxymethyl)-1,3-thiazol-2-yl]thio}-2-methylpropionic acid), NC1=CC=CC=C1 (aniline). The product is N(C1=CC=CC=C1)C(CC=1N=C(SC1)SC(C(=O)O)(C)C)=O (2-{[4-(2-anilino-2-oxoethyl)-1,3-thiazol-2-yl]thio}-2-methylpropionic acid). RXN SMILES: [C:1]([CH2:4][C:5]1[N:6]=[C:7]([S:10][C:11]([CH3:16])([CH3:15])[C:12]([OH:14])=[O:13])[S:8][CH:9]=1)([OH:3])=O.[NH2:17][C:18]1[CH:23]=[CH:22][CH:21]=[CH:20][CH:19]=1.FC(F)(F)C(O)=O>>[NH:17]([C:1](=[O:3])[CH2:4][C:5]1[N:6]=[C:7]([S:10][C:11]([CH3:16])([CH3:15])[C:12]([OH:14])=[O:13])[S:8][CH:9]=1)[C:18]1[CH:23]=[CH:22][CH:21]=[CH:20][CH:19]=1. Procedure details: The title yellow resin (2.9 g) was obtained using 2-{[4-(carboxymethyl)-1,3-thiazol-2-yl]thio}-2-methylpropionic acid resin synthesized in Example 461-4 and aniline as starting materials and by an operation similar to that of Example 461-5. A part of the resin was cleaved with trifluoroacetic acid and the structure was confirmed. The reactants are CCCc1cc(C(OCOC)(C(F)(F)F)C(F)(F)F)ccc1OCCCCBr, O=C([O-])[O-], CN1C(=O)NC(=O)C1(C)C, [K+], [K+]. The product is CCCc1cc(C(OCOC)(C(F)(F)F)C(F)(F)F)ccc1OCCCCN1C(=O)N(C)C(C)(C)C1=O. Reaction SMILES: [Br:1][CH2:2][CH2:3][CH2:4][CH2:5][O:6][c:7]1[c:8]([CH2:26][CH2:27][CH3:28])[cH:9][c:10]([C:13]([C:14]([F:15])([F:16])[F:17])([C:18]([F:19])([F:20])[F:21])[O:22][CH2:23][O:24][CH3:25])[cH:11][cH:12]1.[C:39](=[O:40])([O-:41])[O-:42].[CH3:29][N:30]1[C:31](=[O:38])[NH:32][C:33](=[O:37])[C:34]1([CH3:35])[CH3:36].[K+:43].[K+:44]>>[CH2:2]([CH2:3][CH2:4][CH2:5][O:6][c:7]1[c:8]([CH2:26][CH2:27][CH3:28])[cH:9][c:10]([C:13]([C:14]([F:15])([F:16])[F:17])([C:18]([F:19])([F:20])[F:21])[O:22][CH2:23][O:24][CH3:25])[cH:11][cH:12]1)[N:32]1[C:31](=[O:38])[N:30]([CH3:29])[C:34]([CH3:35])([CH3:36])[C:33]1=[O:37]. Starting materials: aqueous solution, C(CC(O)(C(=O)O)CC(=O)O)(=O)O (citric acid), C([O-])([O-])=O.[Na+].[Na+] (sodium carbonate), CC1(OB(OC1(C)C)C1=C(C=CC=C1)NC(OC(C)(C)C)=O)C (tert-butyl 2-(4,4,5,5-tetramethyl-1,3,2-dioxaborolan-2-yl)phenylcarbamate), BrC1=CC(=C(C(=O)OC(C)(C)C)C=C1)[N+](=O)[O-] (tert-butyl 4-bromo-2-nitrobenzoate). Reagents/catalysts: C=1C=CC(=CC1)[P](C=2C=CC=CC2)(C=3C=CC=CC3)[Pd]([P](C=4C=CC=CC4)(C=5C=CC=CC5)C=6C=CC=CC6)([P](C=7C=CC=CC7)(C=8C=CC=CC8)C=9C=CC=CC9)[P](C=1C=CC=CC1)(C=1C=CC=CC1)C=1C=CC=CC1 (tetrakis(triphenylphosphine)palladium(0)). Run in C(C)(=O)OCC (ethyl acetate), COCCOC (ethylene glycol dimethyl ether), O (Water). Product: C(C)(C)(C)OC(=O)NC1=C(C=CC=C1)C1=CC(=C(C(=O)OC(C)(C)C)C=C1)[N+](=O)[O-] (tert-butyl 4-(2-(tert-butoxycarbonylamino)phenyl)-2-nitrobenzoate). The yield is 102.1%. Reaction SMILES: C(=O)([O-])[O-].[Na+].[Na+].CC1(C)C(C)(C)OB([C:15]2[CH:20]=[CH:19][CH:18]=[CH:17][C:16]=2[NH:21][C:22](=[O:28])[O:23][C:24]([CH3:27])([CH3:26])[CH3:25])O1.Br[C:31]1[CH:43]=[CH:42][C:34]([C:35]([O:37][C:38]([CH3:41])([CH3:40])[CH3:39])=[O:36])=[C:33]([N+:44]([O-:46])=[O:45])[CH:32]=1.C(O)(=O)CC(CC(O)=O)(C(O)=O)O>C1C=CC([P]([Pd]([P](C2C=CC=CC=2)(C2C=CC=CC=2)C2C=CC=CC=2)([P](C2C=CC=CC=2)(C2C=CC=CC=2)C2C=CC=CC=2)[P](C2C=CC=CC=2)(C2C=CC=CC=2)C2C=CC=CC=2)(C2C=CC=CC=2)C2C=CC=CC=2)=CC=1.C(OCC)(=O)C.COCCOC.O>[C:24]([O:23][C:22]([NH:21][C:16]1[CH:17]=[CH:18][CH:19]=[CH:20][C:15]=1[C:31]1[CH:43]=[CH:42][C:34]([C:35]([O:37][C:38]([CH3:40])([CH3:41])[CH3:39])=[O:36])=[C:33]([N+:44]([O-:46])=[O:45])[CH:32]=1)=[O:28])([CH3:25])([CH3:26])[CH3:27] |f:0.1.2,^1:63,65,84,103|. Reported procedure: Water (0.6 mL), sodium carbonate (0.16 g), tert-butyl 2-(4,4,5,5-tetramethyl-1,3,2-dioxaborolan-2-yl)phenylcarbamate (0.19 g), and tetrakis(triphenylphosphine)palladium(0) (29 mg) were added to an ethylene glycol dimethyl ether (2.0 mL) solution of tert-butyl 4-bromo-2-nitrobenzoate (0.15 g), followed by heating to reflux under a nitrogen atmosphere for 2 hours and 30 minutes. The reaction mixture was cooled to room temperature, and then ethyl acetate and a 10% aqueous solution of citric acid we... As a reaction SMILES: [Br:1][C:2]1[CH:3]=[C:4]([C@:9]2([CH3:27])[CH2:14][S:13](=[O:16])(=[O:15])[C:12]([CH3:18])([CH3:17])[C:11]([NH:19][C:20](=[O:26])[O:21][C:22]([CH3:25])([CH3:24])[CH3:23])=[N:10]2)[C:5]([F:8])=[N:6][CH:7]=1.C[Si]([N-][Si](C)(C)C)(C)C.[K+].[CH2:38](Br)[CH:39]=[CH2:40]>C1COCC1>[CH2:40]([C@H:14]1[S:13](=[O:15])(=[O:16])[C:12]([CH3:18])([CH3:17])[C:11]([NH:19][C:20](=[O:26])[O:21][C:22]([CH3:25])([CH3:24])[CH3:23])=[N:10][C@@:9]1([C:4]1[C:5]([F:8])=[N:6][CH:7]=[C:2]([Br:1])[CH:3]=1)[CH3:27])[CH:39]=[CH2:38] |f:1.2|. Product: C(C=C)[C@@H]1[C@@](N=C(C(S1(=O)=O)(C)C)NC(OC(C)(C)C)=O)(C)C=1C(=NC=C(C1)Br)F (tert-butyl ((5R,6R)-6-allyl-5-(5-bromo-2-fluoropyridin-3-yl)-2,2,5-trimethyl-1,1-dioxido-5,6-dihydro-2H-1,4-thiazin-3-yl)carbamate). The solvent is C1CCOC1 (THF). Isolated yield 63.3%. Procedure: To a solution of (R)-tert-butyl (5-(5-bromo-2-fluoropyridin-3-yl)-2,2,5-trimethyl-1,1-dioxido-5,6-dihydro-2H-1,4-thiazin-3-yl)carbamate (1.02 g, 2.197 mmol) in THF (13 mL) at −78° C. was added potassium bis(trimethylsilyl)amide (1 M in THF, 13.2 mL, 13.2 mmol) dropwise. The solution was stirred at −78° C. for 30 min and allyl bromide (0.570 mL, 6.59 mmol) was added. The reaction mixture was stirred at −78° C. for 70 min, quenched with saturated NH4Cl, warmed to room temperature and diluted with ... Reactants: BrC=1C=C(C(=NC1)F)[C@]1(N=C(C(S(C1)(=O)=O)(C)C)NC(OC(C)(C)C)=O)C ((R)-tert-butyl (5-(5-bromo-2-fluoropyridin-3-yl)-2,2,5-trimethyl-1,1-dioxido-5,6-dihydro-2H-1,4-thiazin-3-yl)carbamate), C[Si](C)(C)[N-][Si](C)(C)C.[K+] (potassium bis(trimethylsilyl)amide), C(C=C)Br (allyl bromide). Conditions: temperature -78 celsius, time 30 minute. Reaction SMILES: [CH3:16][C:17]([C:18](=[O:19])[O-:20])([CH:21]1[CH2:22][CH2:23]1)[NH:24][C:25]([CH:26]([CH2:27][CH3:28])[NH:29][C:30]([O:31][C:32]([CH3:33])([CH3:34])[CH3:35])=[O:36])=[O:37].[CH3:2][C:3]([NH:4][C:5](=[O:6])[CH:7]([CH3:8])[NH2:9])([CH:10]1[CH2:11][CH2:12]1)[C:13]([OH:14])=[O:15].[ClH:1]>>[CH3:16][C:17]([C:18](=[O:19])[OH:20])([CH:21]1[CH2:22][CH2:23]1)[NH:24][C:25]([CH:26]([CH2:27][CH3:28])[NH2:29])=[O:37].[ClH:1]. Reactants: CCC(NC(=O)OC(C)(C)C)C(=O)NC(C)(C(=O)[O-])C1CC1, CC(N)C(=O)NC(C)(C(=O)O)C1CC1, Cl. Yields the product CCC(N)C(=O)NC(C)(C(=O)O)C1CC1, Cl. Starting materials: FC(C(=O)OC(C(F)(F)F)=O)(F)F (trifluoroacetic anhydride), O=C1C2=C(N3C([C@H]4N1CCC4)=C(N=C3)C(=O)N)C=CS2 ((S)-10,11,12,12a-tetrahydro-8-oxo-8H-imidazo[5,1-c]pyrrolo[1,2-a]thieno[3,2-e][1,4]diazepine-1-carboxamide), ice water. The solvent is O1CCOCC1 (dioxan), N1=CC=CC=C1 (pyridine). Run at time 2.5 hour. Product: O=C1C2=C(N3C([C@H]4N1CCC4)=C(N=C3)C#N)C=CS2 ((S)-10,11,12,12a-tetrahydro-8-oxo-8H-imidazo[5,1-c]pyrrolo[1,2-a]thieno[3,2-e][1,4]diazepine-1-carbonitrile). The yield is 80.7%. As a reaction SMILES: FC(F)(F)C(OC(=O)C(F)(F)F)=O.[O:14]=[C:15]1[N:21]2[CH2:22][CH2:23][CH2:24][C@H:20]2[C:19]2=[C:25]([C:28]([NH2:30])=O)[N:26]=[CH:27][N:18]2[C:17]2[CH:31]=[CH:32][S:33][C:16]1=2>O1CCOCC1.N1C=CC=CC=1>[O:14]=[C:15]1[N:21]2[CH2:22][CH2:23][CH2:24][C@H:20]2[C:19]2=[C:25]([C:28]#[N:30])[N:26]=[CH:27][N:18]2[C:17]2[CH:31]=[CH:32][S:33][C:16]1=2. Procedure: 4.44 ml (31.9 mmol) of trifluoroacetic anhydride were added dropwise at 5°-8° to a suspension of 8.98 g (31.1 mmol) of (S)-10,11,12,12a-tetrahydro-8-oxo-8H-imidazo[5,1-c]pyrrolo[1,2-a]thieno[3,2-e][1,4]diazepine-1-carboxamide in 50 ml of dioxan and 5.4 ml of pyridine. The beige solution obtained was stirred at 50° for 2.5 hours and subsequently poured into 220 ml of ice-water. The resulting precipitate was filtered off. After drying at 70°/10 Torr there were obtained 6.78 g (80%) of (S)-10,11,12... Reactants: C1CCOC1, CO, O=[N+]([O-])c1cnc2cc(Cl)ccc2c1Nc1ccc(F)cc1. Product: Nc1cnc2cc(Cl)ccc2c1Nc1ccc(F)cc1. RXN SMILES: [CH2:23]1[O:24][CH2:25][CH2:26][CH2:27]1.[CH3:28][OH:29].[Cl:1][c:2]1[cH:3][cH:4][c:5]2[c:6]([NH:15][c:16]3[cH:17][cH:18][c:19]([F:22])[cH:20][cH:21]3)[c:7]([N+:12]([O-:13])=[O:14])[cH:8][n:9][c:10]2[cH:11]1>>[Cl:1][c:2]1[cH:3][cH:4][c:5]2[c:6]([NH:15][c:16]3[cH:17][cH:18][c:19]([F:22])[cH:20][cH:21]3)[c:7]([NH2:12])[cH:8][n:9][c:10]2[cH:11]1. Reactants: [N+](=O)(O)[O-].O([N+](=O)[O-])CCN (2-nitroxyethylamine nitrate), C(#N)N=C(OC)C1=NC=CC=C1 (Methyl N-cyano-2-pyridinecarboximidate), C[O-].[Na+] (sodium methoxide). The solvent is CO (methanol). Reaction conditions: time 10 minute. The product is C(#N)NC(=NCCO[N+](=O)[O-])C1=NC=CC=C1 (N-cyano-N'-(2-nitroxyethyl)-2-pyridinecarboximidamide). Yield: 6.5%. RXN SMILES: [C:1]([N:3]=[C:4]([C:7]1[CH:12]=[CH:11][CH:10]=[CH:9][N:8]=1)OC)#[N:2].[N+]([O-])(O)=O.[O:17]([CH2:21][CH2:22][NH2:23])[N+:18]([O-:20])=[O:19].C[O-].[Na+]>CO>[C:1]([NH:3][C:4]([C:7]1[CH:12]=[CH:11][CH:10]=[CH:9][N:8]=1)=[N:23][CH2:22][CH2:21][O:17][N+:18]([O-:20])=[O:19])#[N:2] |f:1.2,3.4|. Procedure: Methyl N-cyano-2-pyridinecarboximidate (0.50 g, 3.1 mmol) was dissolved in methanol (5 ml), 2-nitroxyethylamine nitrate (0.57 g, 3.4 mmol) was added, and sodium methoxide (0.18 g, 3.4 mmol) was further added gradually. The mixture was stirred at room temperature for 10 minutes. After the reaction was completed, the reaction solution was concentrated under reduced pressure, and the residue thus obtained was extracted with dichloromethane (50 ml×3). The dichloromethane layer was dried over anhydro...